Dataset: the Open Reaction Database (ORD), a public repository of structured organic reaction records. Task: describe an organic reaction: reactants, conditions, products, and yield The reactants are C1CNCCN1, CS(=O)(=O)OC1CN(C(c2ccccc2)c2ccccc2)C1, CC#N. The product is c1ccc(C(c2ccccc2)N2CC(N3CCNCC3)C2)cc1. Reaction SMILES: [CH2:23]1[CH2:24][NH:25][CH2:26][CH2:27][NH:28]1.[CH3:1][S:2]([O:3][CH:6]1[CH2:7][N:8]([CH:10]([c:11]2[cH:12][cH:13][cH:14][cH:15][cH:16]2)[c:17]2[cH:18][cH:19][cH:20][cH:21][cH:22]2)[CH2:9]1)(=[O:4])=[O:5].[CH3:29][C:30]#[N:31]>>[CH:6]1([N:25]2[CH2:24][CH2:23][NH:28][CH2:27][CH2:26]2)[CH2:7][N:8]([CH:10]([c:11]2[cH:12][cH:13][cH:14][cH:15][cH:16]2)[c:17]2[cH:18][cH:19][cH:20][cH:21][cH:22]2)[CH2:9]1. Reactants: Cl.NO (hydroxylamine hydrochloride), C(C1=CC=CC=C1)N1C(CCCC1)=O (1-benzyl piperidone), [H-].[Al+3].[Li+].[H-].[H-].[H-] (lithium aluminum hydride). The solvent is O (water), C(C)O (ethyl alcohol), C(C)OCC (diethyl ether). Run at time 8 hour. Yields the product NC1CCN(CC1)CC1=CC=CC=C1 (4-Amino-1-benzyl-piperidine), oil. RXN SMILES: Cl.[NH2:2]O.[CH2:4]([N:11]1[CH2:16][CH2:15][CH2:14][CH2:13][C:12]1=O)[C:5]1[CH:10]=[CH:9][CH:8]=[CH:7][CH:6]=1.[H-].[Al+3].[Li+].[H-].[H-].[H-]>O.C(O)C.C(OCC)C>[NH2:2][CH:14]1[CH2:15][CH2:16][N:11]([CH2:4][C:5]2[CH:10]=[CH:9][CH:8]=[CH:7][CH:6]=2)[CH2:12][CH2:13]1 |f:0.1,3.4.5.6.7.8|. Reported procedure: To a solution of hydroxylamine hydrochloride (3.67 g, 52.8 mmol) in water (10 mL) and ethyl alcohol (80 mL) was added 1-benzyl piperidone (10.0 g, 52.8 mmol) at room temperature. The reaction mixture was heated to reflux for 4 h and then stirred at room temperature overnight. The resulting white solid was filtered, washed with ether and dried (8.4 g, 80%). It was added in small portions to a suspension of lithium aluminum hydride (2.3 g, 60.0 mmol) in diethyl ether (150 mL) at room temperature a...